From a dataset of the Open Reaction Database (ORD), a public repository of structured organic reaction records. describe an organic reaction: reactants, conditions, products, and yield The product is C(C)OC(=O)C12NC(C3CC(CC3C(N(CCCCC=CC2C1)C)=O)OC1=NC(=NC2=C(C(=CC=C12)OC)C)N1N=C(C=C1)C(C)C)=O (17-[2-(3-Isopropyl-pyrazol-1-yl)-7-methoxy-8-methyl-quinazolin-4-yloxy]-13-methyl-2,14-dioxo-3,13-diaza-tricyclo[13.3.0.0*4,6*]octadec-7-ene-4-carboxylic acid ethyl ester). Reagents/catalysts: CC(OC1=CC=CC=C1C=[Ru](Cl)([P](C2CCCCC2)(C3CCCCC3)C4CCCCC4)Cl)C (Hoveyda-Grubbs 1st generation). Conditions: temperature 80 celsius. Starting materials: C(C)OC(=O)C1(C(C1)C=C)NC(=O)C1C(CC(C1)OC1=NC(=NC2=C(C(=CC=C12)OC)C)N1N=C(C=C1)C(C)C)C(N(C)CCCCC=C)=O (1-({2-(Hex-5-enyl-methyl-carbamoyl)-4-[2-(3-isopropyl-pyrazol-1-yl)-7-methoxy-8-methyl-quinazolin-4-yloxy]-cyclopentanecarbonyl}-amino)-2-vinyl-cyclopropane-carboxylic acid ethyl ester). As a reaction SMILES: [CH2:1]([O:3][C:4]([C:6]1([NH:11][C:12]([CH:14]2[CH2:18][CH:17]([O:19][C:20]3[C:29]4[C:24](=[C:25]([CH3:32])[C:26]([O:30][CH3:31])=[CH:27][CH:28]=4)[N:23]=[C:22]([N:33]4[CH:37]=[CH:36][C:35]([CH:38]([CH3:40])[CH3:39])=[N:34]4)[N:21]=3)[CH2:16][CH:15]2[C:41](=[O:50])[N:42]([CH2:44][CH2:45][CH2:46][CH2:47][CH:48]=[CH2:49])[CH3:43])=[O:13])[CH2:8][CH:7]1C=C)=[O:5])[CH3:2]>CC(C)OC1C(C=[Ru](Cl)([P](C2CCCCC2)(C2CCCCC2)C2CCCCC2)Cl)=CC=CC=1>[CH2:1]([O:3][C:4]([C:6]12[CH2:7][CH:8]1[CH:49]=[CH:48][CH2:47][CH2:46][CH2:45][CH2:44][N:42]([CH3:43])[C:41](=[O:50])[CH:15]1[CH:14]([CH2:18][CH:17]([O:19][C:20]3[C:29]4[C:24](=[C:25]([CH3:32])[C:26]([O:30][CH3:31])=[CH:27][CH:28]=4)[N:23]=[C:22]([N:33]4[CH:37]=[CH:36][C:35]([CH:38]([CH3:39])[CH3:40])=[N:34]4)[N:21]=3)[CH2:16]1)[C:12](=[O:13])[NH:11]2)=[O:5])[CH3:2] |^1:59|. Reported procedure: A solution of the diene (144) (230 mg, 0.335 mmol) and Hoveyda-Grubbs 1st generation catalyst (60.8 mg, 0.101 mmol) in dried and degassed 1,2-dichloroethane (230 mL) was heated at 80° C. under nitrogen for 18 h. Then, the solvent was evaporated and the residue purified by silica gel chromatography (ether) to give the target compound, m/z=659 (M+H)+. Starting materials: ClC(c1ccccc1)(c1ccccc1)c1ccccc1, CCCCCCCCCCCCCCc1ccc(OCC(O)CO)c(CC)c1, ClC(Cl)Cl, c1ccncc1. The product is CCCCCCCCCCCCCCc1ccc(OCC(O)COC(c2ccccc2)(c2ccccc2)c2ccccc2)c(CC)c1. RXN SMILES: [C:29]([c:30]1[cH:31][cH:32][cH:33][cH:34][cH:35]1)([c:36]1[cH:37][cH:38][cH:39][cH:40][cH:41]1)([c:42]1[cH:43][cH:44][cH:45][cH:46][cH:47]1)[Cl:48].[CH2:1]([CH3:2])[c:3]1[c:4]([O:5][CH2:6][CH:7]([CH2:8][OH:9])[OH:10])[cH:11][cH:12][c:13]([CH2:15][CH2:16][CH2:17][CH2:18][CH2:19][CH2:20][CH2:21][CH2:22][CH2:23][CH2:24][CH2:25][CH2:26][CH2:27][CH3:28])[cH:14]1.[CH:55]([Cl:56])([Cl:57])[Cl:58].[cH:49]1[cH:50][cH:51][n:52][cH:53][cH:54]1>>[CH2:1]([CH3:2])[c:3]1[c:4]([O:5][CH2:6][CH:7]([CH2:8][O:9][C:29]([c:30]2[cH:31][cH:32][cH:33][cH:34][cH:35]2)([c:36]2[cH:37][cH:38][cH:39][cH:40][cH:41]2)[c:42]2[cH:43][cH:44][cH:45][cH:46][cH:47]2)[OH:10])[cH:11][cH:12][c:13]([CH2:15][CH2:16][CH2:17][CH2:18][CH2:19][CH2:20][CH2:21][CH2:22][CH2:23][CH2:24][CH2:25][CH2:26][CH2:27][CH3:28])[cH:14]1.